The task is: describe an organic reaction: reactants, conditions, products, and yield. This data is from the Open Reaction Database (ORD), a public repository of structured organic reaction records. Reactants: COC([C@@H](NC(=O)C1(CCCC1)CCOC)CC1=CC=C(C=C1)NC(=O)C1=C(C=CC(=C1)C#N)Cl)=O (4-[(2-chloro-5-cyanophenylcarbonyl)amino]-N-[[1-(2-methoxy-ethyl)cyclopentyl]carbonyl]-L-phenylalanine methyl ester), [I-].[Li+] (lithium iodide), N1=CC=CC=C1 (pyridine). The solvent is O (water). The product is ClC1=C(C=C(C=C1)C#N)C(=O)NC1=CC=C(C[C@H](NC(=O)C2(CCCC2)CCOC)C(=O)O)C=C1 (4-[(2-Chloro-5-Cyanophenylcarbonyl)Amino]-N-[[1-(2-Methoxyethyl)Cyclopentyl]Carbonyl]-L-Phenylalanine). Isolated yield 40.2%. Reaction SMILES: C[O:2][C:3](=[O:36])[C@H:4]([CH2:17][C:18]1[CH:23]=[CH:22][C:21]([NH:24][C:25]([C:27]2[CH:32]=[C:31]([C:33]#[N:34])[CH:30]=[CH:29][C:28]=2[Cl:35])=[O:26])=[CH:20][CH:19]=1)[NH:5][C:6]([C:8]1([CH2:13][CH2:14][O:15][CH3:16])[CH2:12][CH2:11][CH2:10][CH2:9]1)=[O:7].[I-].[Li+].N1C=CC=CC=1>O>[Cl:35][C:28]1[CH:29]=[CH:30][C:31]([C:33]#[N:34])=[CH:32][C:27]=1[C:25]([NH:24][C:21]1[CH:22]=[CH:23][C:18]([CH2:17][C@@H:4]([C:3]([OH:36])=[O:2])[NH:5][C:6]([C:8]2([CH2:13][CH2:14][O:15][CH3:16])[CH2:12][CH2:11][CH2:10][CH2:9]2)=[O:7])=[CH:19][CH:20]=1)=[O:26] |f:1.2|. Procedure details: To a mixture of 4-[(2-chloro-5-cyanophenylcarbonyl)amino]-N-[[1-(2-methoxy-ethyl)cyclopentyl]carbonyl]-L-phenylalanine methyl ester (0.1 mmol, 51 mg) and lithium iodide (1.0 mmol, 133 mg) was added pyridine (2 mL) at room temperature. The solution was refluxed for 15 h at which time TLC analysis of the mixutre indicated the absence of starting material. Then, the mixture was cooled to room temperature and diluted with water (15 mL) and the bulk of the pyridine was removed under reduced pressure....